Dataset: the Open Reaction Database (ORD), a public repository of structured organic reaction records. Task: describe an organic reaction: reactants, conditions, products, and yield The reactants are ClC=1N=CC2=C(N1)N(C(=C2C(=O)NCC=2C(=NC(=CC2C)C)O)C)[C@H](C)C2=CC=CC=C2 ((R)-2-chloro-N-((2-hydroxy-4,6-dimethylpyridin-3-yl)methyl)-6-methyl-7-(1-phenylethyl)-7H-pyrrolo[2,3-d]pyrimidine-5-carboxamide), [OH-].[NH4+] (ammonium hydroxide). Product: NC=1N=CC2=C(N1)N(C(=C2C(=O)NCC=2C(=NC(=CC2C)C)O)C)[C@H](C)C2=CC=CC=C2 ((R)-2-amino-N-((2-hydroxy-4,6-dimethylpyridin-3-yl)methyl)-6-methyl-7-(1-phenylethyl)-7H-pyrrolo[2,3-d]pyrimidine-5-carboxamide). Isolated yield 38.0%. Reaction SMILES: Cl[C:2]1[N:3]=[CH:4][C:5]2[C:10]([C:11]([NH:13][CH2:14][C:15]3[C:16]([OH:23])=[N:17][C:18]([CH3:22])=[CH:19][C:20]=3[CH3:21])=[O:12])=[C:9]([CH3:24])[N:8]([C@@H:25]([C:27]3[CH:32]=[CH:31][CH:30]=[CH:29][CH:28]=3)[CH3:26])[C:6]=2[N:7]=1.[OH-].[NH4+:34]>>[NH2:34][C:2]1[N:3]=[CH:4][C:5]2[C:10]([C:11]([NH:13][CH2:14][C:15]3[C:16]([OH:23])=[N:17][C:18]([CH3:22])=[CH:19][C:20]=3[CH3:21])=[O:12])=[C:9]([CH3:24])[N:8]([C@@H:25]([C:27]3[CH:32]=[CH:31][CH:30]=[CH:29][CH:28]=3)[CH3:26])[C:6]=2[N:7]=1 |f:1.2|. Reported procedure: A solution of (R)-2-chloro-N-((2-hydroxy-4,6-dimethylpyridin-3-yl)methyl)-6-methyl-7-(1-phenylethyl)-7H-pyrrolo[2,3-d]pyrimidine-5-carboxamide (70 mg, 0.15 mmol) in ammonium hydroxide (5 mL) was stirred at 150° C. for 30 minutes under microwave (pressure: 17.2 bar, equipment power: 150 W). The mixture was concentrated in vacuo and purified by column chromatography (silica gel, dichloromethane/methanol=10:1) to afford (R)-2-amino-N-((2-hydroxy-4,6-dimethylpyridin-3-yl)methyl)-6-methyl-7-(1-phenyl... Reactants: O=C([O-])O, CO, O=C(Cl)OC1C2CC3CC(C2)CC1C3, ClCCl, CC(c1c[nH]c2ccccc12)C(N)C(=O)O, [Na+], [Na+], C1COCCO1, [OH-]. The product is CC(c1c[nH]c2ccccc12)C(NC(=O)OC1C2CC3CC(C2)CC1C3)C(=O)O. Reaction SMILES: [C:17](=[O:18])([O-:19])[OH:20].[CH3:36][OH:37].[Cl:22][C:23](=[O:24])[O:25][CH:26]1[CH:27]2[CH2:28][CH:29]3[CH2:30][CH:31]([CH2:32][CH:33]1[CH2:34]3)[CH2:35]2.[Cl:46][CH2:47][Cl:48].[NH2:1][CH:2]([C:3](=[O:4])[OH:5])[CH:6]([CH3:7])[c:8]1[cH:9][nH:10][c:11]2[cH:12][cH:13][cH:14][cH:15][c:16]12.[Na+:21].[Na+:39].[O:40]1[CH2:41][CH2:42][O:43][CH2:44][CH2:45]1.[OH-:38]>>[NH:1]([CH:2]([C:3](=[O:4])[OH:5])[CH:6]([CH3:7])[c:8]1[cH:9][nH:10][c:11]2[cH:12][cH:13][cH:14][cH:15][c:16]12)[C:23](=[O:24])[O:25][CH:26]1[CH:27]2[CH2:28][CH:29]3[CH2:30][CH:31]([CH2:32][CH:33]1[CH2:34]3)[CH2:35]2. Reactants: BrC1=CC=C2N([C@H](CN(C2=C1)C(=O)OC(C)(C)C)C)C(C(F)(F)F)=O ((S)-tert-butyl 7-bromo-3-methyl-4-(2,2,2-trifluoroacetyl)-3,4-dihydroquinoxaline-1(2H)-carboxylate), C([O-])(O)=O.[Na+] (sodium bicarbonate). Solvent: C(C)O (ethanol). Run at temperature 70 celsius. Yields the product BrC1=CC=C2N[C@H](CN(C2=C1)C(=O)OC(C)(C)C)C ((S)-tert-butyl 7-bromo-3-methyl-3,4-dihydroquinoxaline-1(2H)-carboxylate). Isolated yield 96.4%. As a reaction SMILES: [Br:1][C:2]1[CH:11]=[C:10]2[C:5]([N:6](C(=O)C(F)(F)F)[C@@H:7]([CH3:19])[CH2:8][N:9]2[C:12]([O:14][C:15]([CH3:18])([CH3:17])[CH3:16])=[O:13])=[CH:4][CH:3]=1.C(=O)(O)[O-].[Na+]>C(O)C>[Br:1][C:2]1[CH:11]=[C:10]2[C:5]([NH:6][C@@H:7]([CH3:19])[CH2:8][N:9]2[C:12]([O:14][C:15]([CH3:18])([CH3:17])[CH3:16])=[O:13])=[CH:4][CH:3]=1 |f:1.2|. Procedure details: A 500-mL round bottomed flask fitted with a nitrogen inlet, magnetic stir bar, and condenser was charged with (S)-tert-butyl 7-bromo-3-methyl-4-(2,2,2-trifluoroacetyl)-3,4-dihydroquinoxaline-1(2H)-carboxylate (13.10 g, 31.0 mmol), ethanol (130 mL), and half-saturated aqueous sodium bicarbonate solution (130 mL, 31.0 mmol). The reaction mixture was heated to 70° C. for 24 h and then cooled to room temperature. The ethanol was removed under reduced pressure, and the residue was extracted into dich... Reactants: [H-].[Na+] (NaH), N1=CN=C2N=CNC2=C1N (adenine), C(C)OP(=O)(OCC)COCCCCBr (4-(diethylphosphonomethoxy)-1-bromobutane). Solvent: CN(C)C=O (DMF). Conditions: time 2 hour. The product is P(=O)(O)(O)COCCCCN1C2=NC=NC(=C2N=C1)N (9-(4-(phosphonomethoxy)butyl)adenine). As a reaction SMILES: [H-].[Na+].[N:3]1[C:11]([NH2:12])=[C:10]2[C:6]([N:7]=[CH:8][NH:9]2)=[N:5][CH:4]=1.C([O:15][P:16]([CH2:21][O:22][CH2:23][CH2:24][CH2:25][CH2:26]Br)([O:18]CC)=[O:17])C>CN(C=O)C>[P:16]([CH2:21][O:22][CH2:23][CH2:24][CH2:25][CH2:26][N:7]1[CH:8]=[N:9][C:10]2[C:6]1=[N:5][CH:4]=[N:3][C:11]=2[NH2:12])([OH:18])([OH:17])=[O:15] |f:0.1|. Reported procedure: To a slurry of 0.962 g (22.8 mmol) of 57% NaH in 150 ml of distilled DMF was added in one portion 3.363 gm (24.9 mmol) of adenine. The mixture was heated at 80° for 1 hr. and then cooled to 30° and 6.30 g (20.7 mmol) of 4-(diethylphosphonomethoxy)-1-bromobutane was added and the mixture was warmed to 60° and stirred for 2 hrs. The solvent was then removed under high vacuum and the residue was triturated three times with 100 ml of CH2Cl2 and filtered. The combined filtrates were evaporated and pu... Reactants: O.NC1=NN=NN1 (5-Aminotetrazole monohydrate), C1(CCCCC1)C1=CC(=NN1CC1=CC=C(C(=O)O)C=C1)C1=CC=C(C=C1)OC(F)(F)F (4-({5-Cyclohexyl-3-[4-(trifluoromethoxy)phenyl]-1H-pyrazol-1-yl}methyl)benzoic acid), Cl.CN(CCCN=C=NCC)C (1-(3-dimethylaminopropyl)-3-ethylcarbodiimide hydrochloride), O.ON1N=NC2=C1C=CC=C2 (1-hydroxybenzotriazole hydrate). The solvent is CN(C)C=O (DMF), O (water). Reaction conditions: time 16 hour. Yields the product C1(CCCCC1)C1=CC(=NN1CC1=CC=C(C(=O)NC2=NN=NN2)C=C1)C1=CC=C(C=C1)OC(F)(F)F (4-({5-Cyclohexyl-3-[4-(trifluoromethoxy)phenyl]-1H-pyrazol-1-yl}methyl)-N-(1H-Tetrazol-5-yl)benzamide). Reaction SMILES: [CH:1]1([C:7]2[N:11]([CH2:12][C:13]3[CH:21]=[CH:20][C:16]([C:17]([OH:19])=O)=[CH:15][CH:14]=3)[N:10]=[C:9]([C:22]3[CH:27]=[CH:26][C:25]([O:28][C:29]([F:32])([F:31])[F:30])=[CH:24][CH:23]=3)[CH:8]=2)[CH2:6][CH2:5][CH2:4][CH2:3][CH2:2]1.Cl.CN(C)CCCN=C=NCC.O.ON1C2C=CC=CC=2N=N1.O.[NH2:57][C:58]1[NH:62][N:61]=[N:60][N:59]=1>CN(C=O)C.O>[CH:1]1([C:7]2[N:11]([CH2:12][C:13]3[CH:21]=[CH:20][C:16]([C:17]([NH:57][C:58]4[NH:62][N:61]=[N:60][N:59]=4)=[O:19])=[CH:15][CH:14]=3)[N:10]=[C:9]([C:22]3[CH:23]=[CH:24][C:25]([O:28][C:29]([F:31])([F:32])[F:30])=[CH:26][CH:27]=3)[CH:8]=2)[CH2:6][CH2:5][CH2:4][CH2:3][CH2:2]1 |f:1.2,3.4,5.6|. Procedure details: A solution of 128 mg product from Step D above, 66.3 mg 1-(3-dimethylaminopropyl)-3-ethylcarbodiimide hydrochloride (EDC), 46.8 mg 1-hydroxybenzotriazole hydrate (HOBt) in 1 mL DMF was stirred at room temperature for 30 minutes. 5-Aminotetrazole monohydrate (35.7 mg) was added and the mixture stirred for additional 16 hours. Precipitate the product by adding 1 mL water to the reaction mixture. Collect the product by filtration, wash it with 1:1 DMF and water, water, and MeCN, and dry to give the... The product is COC(=O)C1(C)OCC(CCCCON=C(C)c2ccccc2)CO1. Reactants: O=C([O-])[O-], COC(=O)C1(C)OCC(CCCCCl)CO1, [Cs+], [Cs+], CN(C)C=O, O, CC(=NO)c1ccccc1. As a reaction SMILES: [C:27](=[O:28])([O-:29])[O-:30].[CH3:11][O:12][C:13](=[O:14])[C:15]1([CH3:26])[O:16][CH2:17][CH:18]([CH2:21][CH2:22][CH2:23][CH2:24][Cl:25])[CH2:19][O:20]1.[Cs+:31].[Cs+:32].[O:34]=[CH:35][N:36]([CH3:37])[CH3:38].[OH2:33].[c:1]1([C:7]([CH3:8])=[N:9][OH:10])[cH:2][cH:3][cH:4][cH:5][cH:6]1>>[c:1]1([C:7]([CH3:8])=[N:9][O:10][CH2:24][CH2:23][CH2:22][CH2:21][CH:18]2[CH2:17][O:16][C:15]([C:13]([O:12][CH3:11])=[O:14])([CH3:26])[O:20][CH2:19]2)[cH:2][cH:3][cH:4][cH:5][cH:6]1. Reactants: E1, ClC=1C=C2N(C(N1)=O)CC(N2C)(C)C (7-chloro-1,2,2-trimethyl-2,3-dihydroimidazo[1,2-c]pyrimidin-5(1H)-one), S1C(=CC=C1)CCO (2-(thiophen-2-yl)ethanol). The product is CN1C(CN2C(N=C(C=C21)OCCC=2SC=CC2)=O)(C)C (1,2,2-trimethyl-7-(2-(thiophen-2-yl)ethoxy)-2,3-dihydroimidazo[1,2-c]pyrimidin-5(1H)-one). RXN SMILES: Cl[C:2]1[CH:3]=[C:4]2[N:11]([CH3:12])[C:10]([CH3:14])([CH3:13])[CH2:9][N:5]2[C:6](=[O:8])[N:7]=1.[S:15]1[CH:19]=[CH:18][CH:17]=[C:16]1[CH2:20][CH2:21][OH:22]>>[CH3:12][N:11]1[C:4]2[N:5]([C:6](=[O:8])[N:7]=[C:2]([O:22][CH2:21][CH2:20][C:16]3[S:15][CH:19]=[CH:18][CH:17]=3)[CH:3]=2)[CH2:9][C:10]1([CH3:14])[CH3:13]. Procedure: The title compound was prepared by a procedure similar to that described for E1 starting from 7-chloro-1,2,2-trimethyl-2,3-dihydroimidazo[1,2-c]pyrimidin-5(1H)-one and 2-(thiophen-2-yl)ethanol. Reactants: ClC1=C(C2=C(CCN(CC2)C(C(F)(F)F)=O)C=C1)OS(=O)(=O)C(F)(F)F (7-chloro-3-(2,2,2-trifluoroacetyl)-6-trifluoromethanesulfonyloxy-2,3,4,5-tetrahydro-1H-benzo[d]azepine), C(C)S(=O)(=O)C1=CC=C(CN)C=C1 (4-ethanesulfonyl-benzylamine). As a reaction SMILES: [Cl:1][C:2]1[CH:18]=[CH:17][C:5]2[CH2:6][CH2:7][N:8]([C:11](=[O:16])[C:12]([F:15])([F:14])[F:13])[CH2:9][CH2:10][C:4]=2[C:3]=1OS(C(F)(F)F)(=O)=O.[CH2:27]([S:29]([C:32]1[CH:39]=[CH:38][C:35]([CH2:36][NH2:37])=[CH:34][CH:33]=1)(=[O:31])=[O:30])[CH3:28]>>[Cl:1][C:2]1[CH:18]=[CH:17][C:5]2[CH2:6][CH2:7][N:8]([C:11](=[O:16])[C:12]([F:14])([F:15])[F:13])[CH2:9][CH2:10][C:4]=2[C:3]=1[NH:37][CH2:36][C:35]1[CH:34]=[CH:33][C:32]([S:29]([CH2:27][CH3:28])(=[O:31])=[O:30])=[CH:39][CH:38]=1. Reported procedure: Use a method similar to the General Procedure 5-2, using 7-chloro-3-(2,2,2-trifluoroacetyl)-6-trifluoromethanesulfonyloxy-2,3,4,5-tetrahydro-1H-benzo[d]azepine (0.2 g, 0.35 mmol) and 4-ethanesulfonyl-benzylamine (0.2 g, 1.06 mmol) to give 7-chloro-6-(4-ethanesulfonyl-benzylamino)-3-(2,2,2-trifluoroacetyl)-2,3,4,5-tetrahydro-1H-benzo[d]azepine as a colorless oil. Yields the product ClC1=C(C2=C(CCN(CC2)C(C(F)(F)F)=O)C=C1)NCC1=CC=C(C=C1)S(=O)(=O)CC (7-chloro-6-(4-ethanesulfonyl-benzylamino)-3-(2,2,2-trifluoroacetyl)-2,3,4,5-tetrahydro-1H-benzo[d]azepine). The reactants are COC(=O)C(Cl)CSCc1ccccc1, [N-]=[N+]=[N-], [Na+], O. Product: COC(=O)C(CSCc1ccccc1)N=[N+]=[N-]. Reaction SMILES: [CH3:1][O:2][C:3]([CH:4]([CH2:5][S:6][CH2:7][c:8]1[cH:9][cH:10][cH:11][cH:12][cH:13]1)[Cl:14])=[O:15].[N-:17]=[N+:18]=[N-:19].[Na+:16].[OH2:20]>>[CH3:1][O:2][C:3]([CH:4]([CH2:5][S:6][CH2:7][c:8]1[cH:9][cH:10][cH:11][cH:12][cH:13]1)[N:17]=[N+:18]=[N-:19])=[O:15]. Starting materials: CC(=O)C1=C(C=C(C=C1)F)O (4-fluoro-2-hydroxyacetophenone), O (water), CI (methyl iodide), C([O-])([O-])=O.[K+].[K+] (potassium carbonate). Solvent: CS(=O)C (dimethylsulfoxide). Conditions: time 2 hour. The product is CC(=O)C1=C(C=C(C=C1)F)OC (4-Fluoro-2-methoxyacetophenone). Isolated yield 100.6%. As a reaction SMILES: [CH3:1][C:2]([C:4]1[CH:9]=[CH:8][C:7]([F:10])=[CH:6][C:5]=1[OH:11])=[O:3].CI.[C:14](=O)([O-])[O-].[K+].[K+].O>CS(C)=O>[CH3:1][C:2]([C:4]1[CH:9]=[CH:8][C:7]([F:10])=[CH:6][C:5]=1[O:11][CH3:14])=[O:3] |f:2.3.4|. Reported procedure: A solution of 4-fluoro-2-hydroxyacetophenone (1 g, 6.5 mmol), methyl iodide (0.4 ml), potassium carbonate (1.34 g, 9.7 mmol) in anhydrous dimethylsulfoxide (20 ml) was allowed to stir at room temperature for 2 hours. The mixture was poured into water (100 ml) and extracted with methylene chloride (3×100 ml). The organic layer was dried over anhydrous sodium sulfate and filtered. The solvent was removed under vacuum to afford 1.1 g (100%) of product as a light yellow solid: mp 50-51.5° C.